Dataset: the Open Reaction Database (ORD), a public repository of structured organic reaction records. Task: describe an organic reaction: reactants, conditions, products, and yield Reactants: C(#N)C=1C=CC2=C(N([C@H]([C@@H](C(N2)=O)NC([C@H](C)N(C(OC(C)(C)C)=O)C)=O)C)C(CS(=O)(=O)C)=O)C1 (tert-butyl(S)-1-((2S,3S)-8-cyano-2-methyl-1-(2-(methylsulfonyl)acetyl)-4-oxo-2,3,4,5-tetrahydro-1H-benzo[b][1,4]diazepin-3-ylamino)-1-oxopropan-2-yl(methyl)carbamate), BrC1=C2C=CC(=C(C2=CC=C1)CCl)OC (5-bromo-1-(chloromethyl)-2-methoxynaphthalene), C([O-])([O-])=O.[Cs+].[Cs+] (cesium carbonate), [I-].[Na+] (sodium iodide). The solvent is CCOC(=O)C (EtOAc), CN(C)C=O (DMF). Run at time 2.5 hour. The product is BrC1=C2C=CC(=C(C2=CC=C1)CN1C2=C(N([C@H]([C@@H](C1=O)NC([C@H](C)N(C(OC(C)(C)C)=O)C)=O)C)C(CS(=O)(=O)C)=O)C=C(C=C2)C#N)OC (tert-butyl(S)-1-((3S,4S)-1-((5-bromo-2-methoxynaphthalen-1-yl)methyl)-7-cyano-4-methyl-5-(2-(methylsulfonyl)acetyl)-2-oxo-2,3,4,5-tetrahydro-1H-benzo[b][1,4]diazepin-3-ylamino)-1-oxopropan-2-yl(methyl)carbamate). Yield: 75.7%. RXN SMILES: [C:1]([C:3]1[CH:4]=[CH:5][C:6]2[NH:12][C:11](=[O:13])[C@@H:10]([NH:14][C:15](=[O:27])[C@@H:16]([N:18]([CH3:26])[C:19](=[O:25])[O:20][C:21]([CH3:24])([CH3:23])[CH3:22])[CH3:17])[C@H:9]([CH3:28])[N:8]([C:29](=[O:35])[CH2:30][S:31]([CH3:34])(=[O:33])=[O:32])[C:7]=2[CH:36]=1)#[N:2].[Br:37][C:38]1[CH:47]=[CH:46][CH:45]=[C:44]2[C:39]=1[CH:40]=[CH:41][C:42]([O:50][CH3:51])=[C:43]2[CH2:48]Cl.C(=O)([O-])[O-].[Cs+].[Cs+].[I-].[Na+]>CN(C=O)C.CCOC(C)=O>[Br:37][C:38]1[CH:47]=[CH:46][CH:45]=[C:44]2[C:39]=1[CH:40]=[CH:41][C:42]([O:50][CH3:51])=[C:43]2[CH2:48][N:12]1[C:11](=[O:13])[C@@H:10]([NH:14][C:15](=[O:27])[C@@H:16]([N:18]([CH3:26])[C:19](=[O:25])[O:20][C:21]([CH3:24])([CH3:22])[CH3:23])[CH3:17])[C@H:9]([CH3:28])[N:8]([C:29](=[O:35])[CH2:30][S:31]([CH3:34])(=[O:32])=[O:33])[C:7]2[CH:36]=[C:3]([C:1]#[N:2])[CH:4]=[CH:5][C:6]1=2 |f:2.3.4,5.6|. Reported procedure: To a rt solution of tert-butyl(S)-1-((2S,3S)-8-cyano-2-methyl-1-(2-(methylsulfonyl)acetyl)-4-oxo-2,3,4,5-tetrahydro-1H-benzo[b][1,4]diazepin-3-ylamino)-1-oxopropan-2-yl(methyl)carbamate (29.5 mg, 56.6 μmol) in DMF (141 μl) was added 5-bromo-1-(chloromethyl)-2-methoxynaphthalene (17.8 mg, 62.2 μmol), cesium carbonate (22.1 mg, 67.9 μmol), and sodium iodide (10.2 mg, 67.9 μmol). The reaction was stirred at rt for 2.5 h, then diluted with EtOAc, washed with H2O and sat. aq. NaCl, dried over Na2SO4,...